Dataset: the Open Reaction Database (ORD), a public repository of structured organic reaction records. Task: describe an organic reaction: reactants, conditions, products, and yield Starting materials: CC(C)([O-])C.[K+] (potassium tert-butoxide), O1C(OCC1)CCOC1=CC=C(C=O)C=C1 (4-(2-[1,3]-dioxolan-2-yl-ethoxy)benzaldehyde). Reagents/catalysts: [Br-].C[P+](C1=CC=CC=C1)(C1=CC=CC=C1)C1=CC=CC=C1 (methyl triphenylphosphonium bromide). The solvent is CCOCC (ether), CCOCC (ether). The product is C(=C)C1=CC=C(OCCC2OCCO2)C=C1 (2-[2-(4-vinylphenoxy)ethyl]-[1,3]-dioxolan). Isolated yield 88.5%. RXN SMILES: [CH3:1]C(C)([O-])C.[K+].[O:7]1[CH2:11][CH2:10][O:9][CH:8]1[CH2:12][CH2:13][O:14][C:15]1[CH:22]=[CH:21][C:18]([CH:19]=O)=[CH:17][CH:16]=1>[Br-].C[P+](C1C=CC=CC=1)(C1C=CC=CC=1)C1C=CC=CC=1.CCOCC>[CH:19]([C:18]1[CH:21]=[CH:22][C:15]([O:14][CH2:13][CH2:12][CH:8]2[O:9][CH2:10][CH2:11][O:7]2)=[CH:16][CH:17]=1)=[CH2:1] |f:0.1,3.4|. Procedure details: In another 2 liter flask, 57.2 g of methyl triphenylphosphonium bromide was placed. 500 ml of anhydrous ether was poured and then, stirred. To the resulting solution was slowly added 18.0 g of potassium tert-butoxide and reacted at room temperature for 3 hrs. 23.7 g of the above 4-(2-[1,3]-dioxolan-2-yl-ethoxy)benzaldehyde was dissolved in 200 ml of anhydrous ether and was slowly added to the reaction mixture and then subjected to reaction at room temperature for 4 hrs. After completion of the r... Reactants: C(C)OC(CC1=CC=C(C=C1)[N+](=O)[O-])=O (4-nitrophenylacetic acid ethyl ester), C(C)OC1(N(CCC1)C)OCC (2,2-diethoxy-1-methylpyrrolidine). The solvent is C1=CC=CC=C1 (benzene). The product is C(C)OC(=O)C(C1=CC=C(C=C1)[N+](=O)[O-])=C1N(CCC1)C (2-(α-ethoxycarbonyl-4-nitrobenzylidene)-1-methylpyrrolidine). RXN SMILES: [CH2:1]([O:3][C:4](=[O:15])[CH2:5][C:6]1[CH:11]=[CH:10][C:9]([N+:12]([O-:14])=[O:13])=[CH:8][CH:7]=1)[CH3:2].C(O[C:19]1(OCC)[CH2:23][CH2:22][CH2:21][N:20]1[CH3:24])C>C1C=CC=CC=1>[CH2:1]([O:3][C:4]([C:5](=[C:19]1[CH2:23][CH2:22][CH2:21][N:20]1[CH3:24])[C:6]1[CH:11]=[CH:10][C:9]([N+:12]([O-:14])=[O:13])=[CH:8][CH:7]=1)=[O:15])[CH3:2]. Reported procedure: Boil 50 g of 4-nitrophenylacetic acid ethyl ester and 41.4 g of 2,2-diethoxy-1-methylpyrrolidine under reflux for 3 hours in 250 ml of benzene. Distil off the benzene before recrystallizing the resulting residue from diethyl ether/petroleum ether to obtain the title compound at a yield of 52.6 g (77% of theory) in the form of red crystals of m.p. 82° to 83°.